From a dataset of the Open Reaction Database (ORD), a public repository of structured organic reaction records. describe an organic reaction: reactants, conditions, products, and yield Reactants: CNC(=O)c1cc(Oc2ccc(NC(=O)Nc3cc(C(C)(C)C)nn3-c3ccc4c(c3)CCN(C(=O)OCc3ccccc3)C4)c(F)c2)ccn1, CO, O=CO. Yields the product CNC(=O)c1cc(Oc2ccc(NC(=O)Nc3cc(C(C)(C)C)nn3-c3ccc4c(c3)CCNC4)c(F)c2)ccn1. Reaction SMILES: [C:1]([CH3:2])([CH3:3])([CH3:4])[c:5]1[n:6][n:7](-[c:32]2[cH:33][c:34]3[c:39]([cH:40][cH:41]2)[CH2:38][N:37]([C:42]([O:43][CH2:44][c:45]2[cH:46][cH:47][cH:48][cH:49][cH:50]2)=[O:51])[CH2:36][CH2:35]3)[c:8]([NH:10][C:11](=[O:12])[NH:13][c:14]2[c:15]([F:31])[cH:16][c:17]([O:20][c:21]3[cH:22][c:23]([C:27]([NH:28][CH3:29])=[O:30])[n:24][cH:25][cH:26]3)[cH:18][cH:19]2)[cH:9]1.[CH3:55][OH:56].[CH:52]([OH:53])=[O:54]>>[C:1]([CH3:2])([CH3:3])([CH3:4])[c:5]1[n:6][n:7](-[c:32]2[cH:33][c:34]3[c:39]([cH:40][cH:41]2)[CH2:38][NH:37][CH2:36][CH2:35]3)[c:8]([NH:10][C:11](=[O:12])[NH:13][c:14]2[c:15]([F:31])[cH:16][c:17]([O:20][c:21]3[cH:22][c:23]([C:27]([NH:28][CH3:29])=[O:30])[n:24][cH:25][cH:26]3)[cH:18][cH:19]2)[cH:9]1. Reagents/catalysts: C=1C=CC(=CC1)/C=C/C(=O)/C=C/C2=CC=CC=C2.C=1C=CC(=CC1)/C=C/C(=O)/C=C/C2=CC=CC=C2.C=1C=CC(=CC1)/C=C/C(=O)/C=C/C2=CC=CC=C2.[Pd].[Pd] (tris(dibenzylideneacetone)dipalladium(0)). Reaction SMILES: [C:1]([C:5]1[CH:6]=[C:7]([N:14]2[CH:19]=[CH:18][C:17](=[O:20])[NH:16][C:15]2=[O:21])[CH:8]=[C:9](I)[C:10]=1[O:11][CH3:12])([CH3:4])([CH3:3])[CH3:2].[OH:22][C:23]1[CH:24]=[C:25]2[C:30](=[CH:31][CH:32]=1)[CH:29]=[C:28](B(O)O)[CH:27]=[CH:26]2.[O-]P([O-])([O-])=O.[K+].[K+].[K+].CC12CC3(C)OC(C)(CC(C)(O3)O1)P2C1C=CC=CC=1>O1CCCC1.C1C=CC(/C=C/C(/C=C/C2C=CC=CC=2)=O)=CC=1.C1C=CC(/C=C/C(/C=C/C2C=CC=CC=2)=O)=CC=1.C1C=CC(/C=C/C(/C=C/C2C=CC=CC=2)=O)=CC=1.[Pd].[Pd]>[C:1]([C:5]1[CH:6]=[C:7]([N:14]2[CH:19]=[CH:18][C:17](=[O:20])[NH:16][C:15]2=[O:21])[CH:8]=[C:9]([C:28]2[CH:27]=[CH:26][C:25]3[C:30](=[CH:31][CH:32]=[C:23]([OH:22])[CH:24]=3)[CH:29]=2)[C:10]=1[O:11][CH3:12])([CH3:4])([CH3:3])[CH3:2] |f:2.3.4.5,8.9.10.11.12|. Run in O1CCCC1 (tetrahydrofuran). Reported procedure: In an embodiment, 1-(3-tert-butyl-5-iodo-4-methoxyphenyl)pyrimidine-2,4(1H,3H)-dione (compound (1c) is reacted with 6-hydroxynaphthalen-2-ylboronic acid (compound (3a) in tetrahydrofuran in the presence of potassium phosphate tribasic, 1,3,5,7-tetramethyl-8-phenyl-2,4,6-trioxa-8-phosphatricyclo[3.3.1.13,7]decane, and tris(dibenzylideneacetone)dipalladium(0) to provide 1-(3-tert-butyl-5-(6-hydroxynaphthalen-2-yl)-4-methoxyphenyl)pyrimidine-2,4(1H,3H)-dione (compound (4a)). The reactants are C(C)(C)(C)C=1C=C(C=C(C1OC)I)N1C(NC(C=C1)=O)=O (1-(3-tert-butyl-5-iodo-4-methoxyphenyl)pyrimidine-2,4(1H,3H)-dione), compound ( 1c ), OC=1C=C2C=CC(=CC2=CC1)B(O)O (6-hydroxynaphthalen-2-ylboronic acid), compound ( 3a ), [O-]P(=O)([O-])[O-].[K+].[K+].[K+] (potassium phosphate tribasic), CC12OC3(OC(OC(P1C1=CC=CC=C1)(C3)C)(C2)C)C (1,3,5,7-tetramethyl-8-phenyl-2,4,6-trioxa-8-phosphatricyclo[3.3.1.13,7]decane). Yields the product C(C)(C)(C)C=1C=C(C=C(C1OC)C1=CC2=CC=C(C=C2C=C1)O)N1C(NC(C=C1)=O)=O (1-(3-tert-butyl-5-(6-hydroxynaphthalen-2-yl)-4-methoxyphenyl)pyrimidine-2,4(1H,3H)-dione). Starting materials: Cl (HCl), O1CCOCC1 (1,4-dioxane), COC1=C(C(=CC=C1)OC)C(CCC(=O)OC)NS(=O)C(C)(C)C (methyl 4-(2,6-dimethoxyphenyl)-4-(1,1-dimethylethylsulfinamido)butanoate). The solvent is CO (MeOH). Conditions: temperature 0 celsius, time 10 minute. Yields the product NC(CCC(=O)OC)C1=C(C=CC=C1OC)OC (methyl 4-amino-4-(2,6-dimethoxyphenyl)butanoate). Reaction SMILES: [CH3:1][O:2][C:3]1[CH:8]=[CH:7][CH:6]=[C:5]([O:9][CH3:10])[C:4]=1[CH:11]([NH:18]S(C(C)(C)C)=O)[CH2:12][CH2:13][C:14]([O:16][CH3:17])=[O:15].Cl.O1CCOCC1>CO>[NH2:18][CH:11]([C:4]1[C:5]([O:9][CH3:10])=[CH:6][CH:7]=[CH:8][C:3]=1[O:2][CH3:1])[CH2:12][CH2:13][C:14]([O:16][CH3:17])=[O:15]. Reported procedure: A cooled (0° C.) solution of methyl 4-(2,6-dimethoxyphenyl)-4-(1,1-dimethylethylsulfinamido)butanoate (7.750 g; 21.68 mmol) in MeOH (70 ml) was treated dropwise with a solution of 4 M HCl in 1,4-dioxane (10.9 ml; 43.60 mmol). The resulting yellow mixture was further stirred at 0° C., under nitrogen, for 10 min., and then at rt for 1 h. The reaction mixture was then concentrated to dryness under reduced pressure and the yellow oily residue was further dried under HV to give the chlorhydrate salt ... The reactants are FC(C=1C=CC(=NC1)OC1=CC=C(OC(C(=O)OCCCC)=C)C=C1)(F)F (n-butyl 2-[4-(5-trifluoromethylpyrid-2-yloxy)phenoxy]acrylate), [H][H] (hydrogen), C(CC)(=O)[O-] (propionate). Reagents/catalysts: [Pd] (palladium on carbon). The solvent is C(CCC)O (n-butanol). The product is FC(C=1C=CC(=NC1)OC1=CC=C(OC(C(=O)OCCCC)C)C=C1)(F)F (n-butyl 2-[4-(5-trifluoromethylpyrid-2-yloxy)-phenoxy]propionate). Reaction SMILES: [F:1][C:2]([F:27])([F:26])[C:3]1[CH:4]=[CH:5][C:6]([O:9][C:10]2[CH:25]=[CH:24][C:13]([O:14][C:15](=[CH2:23])[C:16]([O:18][CH2:19][CH2:20][CH2:21][CH3:22])=[O:17])=[CH:12][CH:11]=2)=[N:7][CH:8]=1.[H][H].C([O-])(=O)CC>C(O)CCC.[Pd]>[F:26][C:2]([F:1])([F:27])[C:3]1[CH:4]=[CH:5][C:6]([O:9][C:10]2[CH:25]=[CH:24][C:13]([O:14][CH:15]([CH3:23])[C:16]([O:18][CH2:19][CH2:20][CH2:21][CH3:22])=[O:17])=[CH:12][CH:11]=2)=[N:7][CH:8]=1. Procedure: The product (15 g) from Step 3 in n-butanol (300 ml) was hydrogenated at room temperature and atmospheric pressure using a 10% palladium on carbon catalyst. When the uptake of hydrogen ceased, the catalyst was filtered off and the filtrate evaporated under reduced pressure. The residue was purified by short-path distillation (at 140°-150°/0.2 mmHg) to afford a main fraction (11.6 g) containing 57% w/w of the desired propionate which was recrystallised from cold hexane to give n-butyl 2-[4-(5-tri...